From a dataset of the Open Reaction Database (ORD), a public repository of structured organic reaction records. describe an organic reaction: reactants, conditions, products, and yield Starting materials: CCOC(=O)c1cc(Br)c(C#N)[nH]1, [H-], NOP(=O)(c1ccccc1)c1ccccc1, [Na+], [Na+], O=C([O-])O, CN(C)C=O. The product is CCOC(=O)c1cc(Br)c(C#N)n1N. Reaction SMILES: [Br:1][c:2]1[cH:3][c:4]([C:9](=[O:10])[O:11][CH2:12][CH3:13])[nH:5][c:6]1[C:7]#[N:8].[H-:14].[NH2:16][O:17][P:18](=[O:19])([c:20]1[cH:21][cH:22][cH:23][cH:24][cH:25]1)[c:26]1[cH:27][cH:28][cH:29][cH:30][cH:31]1.[Na+:15].[Na+:36].[O-:32][C:33]([OH:34])=[O:35].[O:37]=[CH:38][N:39]([CH3:40])[CH3:41]>>[Br:1][c:2]1[cH:3][c:4]([C:9](=[O:10])[O:11][CH2:12][CH3:13])[n:5]([NH2:16])[c:6]1[C:7]#[N:8]. Starting materials: Cc1nc([N+](=O)[O-])ccc1Br, O=C([O-])[O-], CCCC[N+](CCCC)(CCCC)CCCC, CS(C)=O, CC(C)N1CCNCC1, [I-], [K+], [K+], O. The product is Cc1nc([N+](=O)[O-])ccc1N1CCN(C(C)C)CC1. RXN SMILES: [Br:1][c:2]1[c:3]([CH3:11])[n:4][c:5]([N+:8](=[O:9])[O-:10])[cH:6][cH:7]1.[C:21](=[O:22])([O-:23])[O-:24].[CH2:29]([N+:30]([CH2:31][CH2:32][CH2:33][CH3:34])([CH2:35][CH2:36][CH2:37][CH3:38])[CH2:39][CH2:40][CH2:41][CH3:42])[CH2:43][CH2:44][CH3:45].[CH3:46][S:47](=[O:48])[CH3:49].[CH:12]([CH3:13])([CH3:14])[N:15]1[CH2:16][CH2:17][NH:18][CH2:19][CH2:20]1.[I-:28].[K+:25].[K+:26].[OH2:27]>>[c:2]1([N:18]2[CH2:17][CH2:16][N:15]([CH:12]([CH3:13])[CH3:14])[CH2:20][CH2:19]2)[c:3]([CH3:11])[n:4][c:5]([N+:8](=[O:9])[O-:10])[cH:6][cH:7]1. Reactants: CC(=O)OC(C)=O, CCCCCCCCCCCCC(O)c1coc([Si](C)(C)C)c1, c1ccncc1. Reaction SMILES: [CH3:24][C:25]([O:26][C:27](=[O:28])[CH3:29])=[O:30].[OH:1][CH:2]([CH2:3][CH2:4][CH2:5][CH2:6][CH2:7][CH2:8][CH2:9][CH2:10][CH2:11][CH2:12][CH2:13][CH3:14])[c:15]1[cH:16][c:17]([Si:20]([CH3:21])([CH3:22])[CH3:23])[o:18][cH:19]1.[cH:31]1[cH:32][cH:33][n:34][cH:35][cH:36]1>>[cH:15]1[cH:16][c:17]([Si:20]([CH3:21])([CH3:22])[CH3:23])[o:18][cH:19]1. Yields the product C[Si](C)(C)c1ccco1.